Dataset: the Open Reaction Database (ORD), a public repository of structured organic reaction records. Task: describe an organic reaction: reactants, conditions, products, and yield The reactants are BrC1=CC=C2C=CC(=CC2=C1)O (7-bromo-naphth-2-ol), S(=O)(=O)(OCC)OCC (diethyl sulfate), C(=O)([O-])[O-].[K+].[K+] (K2CO3). The reagents and catalysts are [Br-].C(CCC)[N+](CCCC)(CCCC)CCCC (tetrabutylammonium bromide). The solvent is C(C)#N (acetonitrile). Yields the product BrC1=CC2=CC(=CC=C2C=C1)OCC (2-bromo-7-ethoxynaphthalene). Isolated yield 89.0%. Reaction SMILES: [Br:1][C:2]1[CH:11]=[C:10]2[C:5]([CH:6]=[CH:7][C:8]([OH:12])=[CH:9]2)=[CH:4][CH:3]=1.S(OCC)(O[CH2:17][CH3:18])(=O)=O.C([O-])([O-])=O.[K+].[K+]>C(#N)C.[Br-].C([N+](CCCC)(CCCC)CCCC)CCC>[Br:1][C:2]1[CH:3]=[CH:4][C:5]2[C:10](=[CH:9][C:8]([O:12][CH2:17][CH3:18])=[CH:7][CH:6]=2)[CH:11]=1 |f:2.3.4,6.7|. Procedure: To a solution of 7-bromo-naphth-2-ol (1.0 g, 4.5 mmol, prepared according to patent WO 0146187 A1) in acetonitrile (10 ml) was added diethyl sulfate (1.04 g, 6.7 mmol), K2CO3 (0.92 g) and tetrabutylammonium bromide (10 mg). The reaction mixture was refluxed for 1 hour, poured on water and extracted with CH2Cl2. The combined organic layers were dried over MgSO4, filtered and the solvent was removed under reduced pressure to provide 2-bromo-7-ethoxynaphthalene (89%), MS: m/e=252 (M+). Reactants: CON(C(=O)C=1N=CN(C1)C=1C=C(C=CC1)C1=C(C=CC=C1F)OC)C (1-(6′-Fluoro-2′-methoxy-biphenyl-3-yl)-1H-imidazole-4-carboxylic acid methoxy-methyl-amide), O1C=CC=C1 (furane). Yields the product FC1=CC=CC(=C1C1=CC(=CC=C1)N1C=NC(=C1)C(=O)C=1OC=CC1)OC ([1-(6′-Fluoro-2′-methoxy-biphenyl-3-yl)-1H-imidazol-4-yl]-furan-2-yl-methanone). RXN SMILES: CON(C)[C:4]([C:6]1[N:7]=[CH:8][N:9]([C:11]2[CH:12]=[C:13]([C:17]3[C:22]([F:23])=[CH:21][CH:20]=[CH:19][C:18]=3[O:24][CH3:25])[CH:14]=[CH:15][CH:16]=2)[CH:10]=1)=[O:5].[O:27]1[CH:31]=[CH:30][CH:29]=[CH:28]1>>[F:23][C:22]1[C:17]([C:13]2[CH:14]=[CH:15][CH:16]=[C:11]([N:9]3[CH:10]=[C:6]([C:4]([C:28]4[O:27][CH:31]=[CH:30][CH:29]=4)=[O:5])[N:7]=[CH:8]3)[CH:12]=2)=[C:18]([O:24][CH3:25])[CH:19]=[CH:20][CH:21]=1. Reported procedure: This compound is prepared by method C using compound 12g and furane As a reaction SMILES: [CH3:33][Si:34]([NH-:35])([CH3:36])[CH3:37].[CH3:62][C:63]([OH:64])=[O:65].[CH:47]([c:48]1[cH:49][c:50]([CH:51]([CH3:52])[CH3:53])[cH:54][c:55]([CH:56]([CH3:57])[CH3:58])[cH:59]1)([CH3:60])[CH3:61].[K:32].[O:66]1[CH2:67][CH2:68][CH2:69][CH2:70]1.[S:38]([N:39]=[N+:40]=[N-:42])([N:41]=[N+:43]=[N-:44])(=[O:45])=[O:46].[cH:1]1[cH:2][cH:3][cH:4][c:5]2[c:11]1[CH2:10][CH2:9][c:8]1[c:7]([cH:15][cH:14][cH:13][cH:12]1)[CH:6]2[CH2:16][C:17]([N:18]1[CH:19]([CH3:20])[CH:21]([c:22]2[cH:23][cH:24][cH:25][cH:26][cH:27]2)[O:28][C:29]1=[O:30])=[O:31]>>[cH:1]1[cH:2][cH:3][cH:4][c:5]2[c:11]1[CH2:10][CH2:9][c:8]1[c:7]([cH:15][cH:14][cH:13][cH:12]1)[CH:6]2[CH:62]([NH2:41])[C:63]([OH:64])=[O:65]. Starting materials: C[Si](C)(C)[NH-], CC(=O)O, CC(C)c1cc(C(C)C)cc(C(C)C)c1, [K], C1CCOC1, [N-]=[N+]=NS(=O)(=O)N=[N+]=[N-], CC1C(c2ccccc2)OC(=O)N1C(=O)CC1c2ccccc2CCc2ccccc21. Product: NC(C(=O)O)C1c2ccccc2CCc2ccccc21. Starting materials: COc1cc([N+](=O)[O-])c(NC(C)=O)cc1OCN1CCC(C)CC1, C[O-], CO, [Na+], O. Yields the product COc1cc([N+](=O)[O-])c(N)cc1OCN1CCC(C)CC1. As a reaction SMILES: [CH3:1][O:2][c:3]1[cH:4][c:5]([N+:22](=[O:23])[O-:24])[c:6]([NH:18][C:19](=[O:20])[CH3:21])[cH:7][c:8]1[O:9][CH2:10][N:11]1[CH2:12][CH2:13][CH:14]([CH3:17])[CH2:15][CH2:16]1.[CH3:25][O-:26].[CH3:29][OH:30].[Na+:27].[OH2:28]>>[CH3:1][O:2][c:3]1[cH:4][c:5]([N+:22](=[O:23])[O-:24])[c:6]([NH2:18])[cH:7][c:8]1[O:9][CH2:10][N:11]1[CH2:12][CH2:13][CH:14]([CH3:17])[CH2:15][CH2:16]1. Starting materials: C(C1=CC=CC=C1)OC=1C(=NN2C1C(NCC2C2=CC=CC=C2)=O)C(=O)OC (methyl 3-benzyloxy-4-oxo-7-phenyl-4,5,6,7-tetrahydropyrazolo[1,5-a]pyrazine-2-carboxylate), ester, FC1=CC=C(CBr)C=C1 (4-fluorobenzyl bromide), [OH-].[Na+] (NaOH). Yields the product C(C1=CC=CC=C1)OC=1C(=NN2C1C(N(CC2C2=CC=CC=C2)CC2=CC=C(C=C2)F)=O)C(=O)O (3-Benzyloxy-5-(4-fluorobenzyl)-4-oxo-7-phenyl-4,5,6,7-tetrahydropyrazolo[1,5-a]pyrazine-2-carboxylic acid). RXN SMILES: [CH2:1]([O:8][C:9]1[C:10]([C:25]([O:27]C)=[O:26])=[N:11][N:12]2[CH:17]([C:18]3[CH:23]=[CH:22][CH:21]=[CH:20][CH:19]=3)[CH2:16][NH:15][C:14](=[O:24])[C:13]=12)[C:2]1[CH:7]=[CH:6][CH:5]=[CH:4][CH:3]=1.[F:29][C:30]1[CH:37]=[CH:36][C:33]([CH2:34]Br)=[CH:32][CH:31]=1.[OH-].[Na+]>>[CH2:1]([O:8][C:9]1[C:10]([C:25]([OH:27])=[O:26])=[N:11][N:12]2[CH:17]([C:18]3[CH:23]=[CH:22][CH:21]=[CH:20][CH:19]=3)[CH2:16][N:15]([CH2:34][C:33]3[CH:36]=[CH:37][C:30]([F:29])=[CH:31][CH:32]=3)[C:14](=[O:24])[C:13]=12)[C:2]1[CH:3]=[CH:4][CH:5]=[CH:6][CH:7]=1 |f:2.3|. Procedure details: The title compound was prepared from methyl 3-benzyloxy-4-oxo-7-phenyl-4,5,6,7-tetrahydropyrazolo[1,5-a]pyrazine-2-carboxylate using a procedure similar to that described in Example 2, Step 4, except that 4-fluorobenzyl bromide was used in place of iodomethane, and 1N aqueous NaOH was used to quench the reaction and saponify the ester. ES MS (M+1)=472. Reactants: C1(=CC=CC=C1)N=C(C#C[Si](C)(C)C)SC(C(CCC)C)CC (1-ethyl-2-methylpentyl N-phenyl-3-(trimethylsilyl)thiopropynimidate), C([O-])([O-])=O.[K+].[K+] (potassium carbonate), [Cl-].[Na+] (sodium chloride). Run in CO (methanol). Run at time 30 minute. Product: C1(=CC=CC=C1)N=C(C#C)SC(C(CCC)C)CC (1-ethyl-2-methylpentyl N-(phenyl)thiopropynimidate). Isolated yield 92.7%. RXN SMILES: [C:1]1([N:7]=[C:8]([S:15][CH:16]([CH2:22][CH3:23])[CH:17]([CH3:21])[CH2:18][CH2:19][CH3:20])[C:9]#[C:10][Si](C)(C)C)[CH:6]=[CH:5][CH:4]=[CH:3][CH:2]=1.C(=O)([O-])[O-].[K+].[K+].[Cl-].[Na+]>CO>[C:1]1([N:7]=[C:8]([S:15][CH:16]([CH2:22][CH3:23])[CH:17]([CH3:21])[CH2:18][CH2:19][CH3:20])[C:9]#[CH:10])[CH:6]=[CH:5][CH:4]=[CH:3][CH:2]=1 |f:1.2.3,4.5|. Procedure: 1-ethyl-2-methylpentyl N-phenyl-3-(trimethylsilyl)thiopropynimidate (0.60 g) was dissolved to methanol (12 mL), small amount of potassium carbonate was added to the solution under ice-cooling, and then stirred for 30 minutes. The reaction mixture was poured into saturated aqueous solution of sodium chloride. It was extracted with ethyl acetate. Obtained organic layer was washed with water, dried, and the solvent was distilled off to obtain 1-ethyl-2-methylpentyl N-(phenyl)thiopropynimidate (0.44...